From a dataset of the Open Reaction Database (ORD), a public repository of structured organic reaction records. describe an organic reaction: reactants, conditions, products, and yield Starting materials: C(C)(=S)[O-].[K+] (potassium thioacetate), benzyl halides, pentafluorophenyl-substituted porphyrins, SC1=C(C(=C(C=O)C(=C1F)F)F)F (4-mercapto-2,3,5,6-tetrafluorobenzaldehyde), pentafluorobenzenes, C(Cl)Cl (CH2Cl2), C(C)(=S)[O-] (thioacetate), aldehyde, C(C)(=O)SC1=C(C(=C(C=O)C(=C1F)F)F)F (4-(S-acetylthio)-2,3,5,6-tetrafluorobenzaldehyde), alkyl thiols. The product is C(C)(=O)Cl (acetyl chloride), C(C)(=O)SC1=C(C(=C(C=O)C(=C1F)F)F)F (4-(S-acetylthio)-2,3,5,6-tetrafluorobenzaldehyde). RXN SMILES: [C:1]([S:4][C:5]1[C:12]([F:13])=[C:11]([F:14])[C:8]([CH:9]=[O:10])=[C:7]([F:15])[C:6]=1[F:16])(=[O:3])[CH3:2].C([O-])(=S)C.C([O-])(=S)C.[K+].SC1C(F)=C(F)C(C=O)=C(F)C=1F.C(Cl)[Cl:40]>>[C:1]([Cl:40])(=[O:3])[CH3:2].[C:1]([S:4][C:5]1[C:12]([F:13])=[C:11]([F:14])[C:8]([CH:9]=[O:10])=[C:7]([F:15])[C:6]=1[F:16])(=[O:3])[CH3:2] |f:2.3|. Procedure: The next target aldehyde was 4-(S-acetylthio)-2,3,5,6-tetrafluorobenzaldehyde (9) (FIG. 35). The fluorine atom in the para position of pentafluorobenzenes is known to be very reactive toward nucleophilic substitution. Indeed, pentafluorophenyl-substituted porphyrins were recently reported to undergo fluoro-substitution by alkyl thiols (Shaw et al. (1999) Tetrahedron Lett. 40: 1595–1596; Shaw et al. (1999) Tetrahedron Lett. 40: 7585–7586). This result encouraged us to attempt a similar substituti... The reactants are FC(C=1C=C(C(=O)N2[C@@H](CNCC2)CC2=CNC3=CC=CC=C23)C=C(C1)C(F)(F)F)(F)F ((2R)-1-[3,5-bis(trifluoromethyl)-benzoyl]-2-(1H-indol-3-yl-methyl)piperazine), Cl (hydrogen chloride). The solvent is ClCCl (dichloromethane), O1CCOCC1 (dioxane). Conditions: time 50 minute. Yields the product Cl.FC(C=1C=C(C(=O)N2[C@@H](CNCC2)CC2=CNC3=CC=CC=C23)C=C(C1)C(F)(F)F)(F)F ((2R)-1-[3,5-bis(trifluoromethyl)benzoyl]-2-(1H-indol-3-yl-methyl)piperazine hydrochloride). RXN SMILES: [F:1][C:2]([F:32])([F:31])[C:3]1[CH:4]=[C:5]([CH:24]=[C:25]([C:27]([F:30])([F:29])[F:28])[CH:26]=1)[C:6]([N:8]1[CH2:13][CH2:12][NH:11][CH2:10][C@H:9]1[CH2:14][C:15]1[C:23]2[C:18](=[CH:19][CH:20]=[CH:21][CH:22]=2)[NH:17][CH:16]=1)=[O:7].[ClH:33]>ClCCl.O1CCOCC1>[ClH:33].[F:30][C:27]([F:28])([F:29])[C:25]1[CH:24]=[C:5]([CH:4]=[C:3]([C:2]([F:1])([F:31])[F:32])[CH:26]=1)[C:6]([N:8]1[CH2:13][CH2:12][NH:11][CH2:10][C@H:9]1[CH2:14][C:15]1[C:23]2[C:18](=[CH:19][CH:20]=[CH:21][CH:22]=2)[NH:17][CH:16]=1)=[O:7] |f:4.5|. Procedure details: To a solution of (2R)-1-[3,5-bis(trifluoromethyl)-benzoyl]-2-(1H-indol-3-yl-methyl)piperazine (0.1 g) in dichloromethane (10 ml) was added 4N hydrogen chloride in dioxane solution (0.05 ml) at 0° C. The resulting mixture was stirred at the same temperature for 50 minutes and then concentrated under reduced pressure. The obtained powder was collected by filtration and washed with ethyl ether to give (2R)-1-[3,5-bis(trifluoromethyl)benzoyl]-2-(1H-indol-3-yl-methyl)piperazine hydrochloride (0.1 g). Yields the product [I-].C[S+](CC(C)OC(C(=C1SCCCN1)[N+](=O)[O-])=O)C (dimethyl (2-(nitro(tetrahydro-2H-1,3-thiazin-2-ylidene)acetyloxy)propyl)sulfonium iodide). Starting materials: [N+](=O)([O-])C(C(=O)OC(CSC)C)=C1SCCCN1 (1-methyl-2-(methylthio)ethyl nitro(tetrahydro-2H-1,3-thiazin-2-ylidene)acetate), CI (methyl iodide). RXN SMILES: [N+:1]([C:4](=[C:13]1[NH:18][CH2:17][CH2:16][CH2:15][S:14]1)[C:5]([O:7][CH:8]([CH3:12])[CH2:9][S:10][CH3:11])=[O:6])([O-:3])=[O:2].[CH3:19][I:20]>>[I-:20].[CH3:11][S+:10]([CH3:19])[CH2:9][CH:8]([O:7][C:5](=[O:6])[C:4]([N+:1]([O-:3])=[O:2])=[C:13]1[NH:18][CH2:17][CH2:16][CH2:15][S:14]1)[CH3:12] |f:2.3|. Reported procedure: 9 was prepared as a yellow solid, m.p.: 113°-114°, by treating 9A with methyl iodide according to the procedure described in Example 1. EXAMPLE 10 The reactants are C(=O)C1=CC=C(OC2=NC=C(C(=O)N)C=C2)C=C1 (6-(4-Formyl-phenoxy)-nicotinamide), [BH4-].[Na+] (sodium borohydride), C(=O)C1=CC=C(OC2=NC=C(C(=O)N)C=C2)C=C1 (6-(4-Formyl-phenoxy)-nicotinamide), C1(=CC=CC=C1)C(C)N1CCNCC1 (1-(1-phenylethyl)piperizine). Solvent: CO (methanol). Reaction conditions: time 1 day. Yields the product C1(=CC=CC=C1)C(C)N1CCN(CC1)CC1=CC=C(OC2=NC=C(C(=O)N)C=C2)C=C1 ((±)-6-{4-[4-(1-Phenyl-ethyl)-piperazin-1-ylmethyl]-phenoxy}-nicotinamide). Yield: 23.1%. RXN SMILES: [CH:1]([C:3]1[CH:18]=[CH:17][C:6]([O:7][C:8]2[CH:16]=[CH:15][C:11]([C:12]([NH2:14])=[O:13])=[CH:10][N:9]=2)=[CH:5][CH:4]=1)=O.[C:19]1([CH:25]([N:27]2[CH2:32][CH2:31][NH:30][CH2:29][CH2:28]2)[CH3:26])[CH:24]=[CH:23][CH:22]=[CH:21][CH:20]=1.[BH4-].[Na+]>CO>[C:19]1([CH:25]([N:27]2[CH2:28][CH2:29][N:30]([CH2:1][C:3]3[CH:18]=[CH:17][C:6]([O:7][C:8]4[CH:16]=[CH:15][C:11]([C:12]([NH2:14])=[O:13])=[CH:10][N:9]=4)=[CH:5][CH:4]=3)[CH2:31][CH2:32]2)[CH3:26])[CH:24]=[CH:23][CH:22]=[CH:21][CH:20]=1 |f:2.3|. Reported procedure: Using a method similar to Example 332, using 6-(4-formyl-phenoxy)-nicotinamide (compound of example 332, step 1) (0.307 g, 1.27 mmol), 1-(1-phenylethyl)piperizine (0.365 g, 1.92 mmol), and sodium borohydride (0.108 g, 2.85 mmol) in methanol (10 mL), after 1 d, provides 0.122 g (23%) of the title compound as a white solid: high resolution mass spectrum (electrospray): m/z calc for C25H29N4O2 417.2291, found 417.2298; 1H NMR (DMSO-d6): 8.62 (d, 1H, J=2.0 Hz), 8.26 (dd, 1H, J=2.4, 8.8 Hz), 8.01 (s ... Reactants: N(=[N+]=[N-])C1=CC=C(C(=O)O)C=C1 (4-azidobenzoic acid), CCN=C=NCCCN(C)C (WSC), C(C)N (ethylamine), C=1C=CC2=C(C1)N=NN2O (HOBt). Run in C(C)#N.CN(C)C=O (acetonitrile DMF), C(C)N(CC)CC (triethylamine), C1CCOC1 (THF). Conditions: time 8 hour. The product is N(=[N+]=[N-])C1=CC=C(C(=O)NCC)C=C1 (4-azido-N-ethylbenzamide). Isolated yield 96.0%. As a reaction SMILES: [N:1]([C:4]1[CH:12]=[CH:11][C:7]([C:8]([OH:10])=O)=[CH:6][CH:5]=1)=[N+:2]=[N-:3].[CH2:13]([NH2:15])[CH3:14].C1C=CC2N(O)N=NC=2C=1.CCN=C=NCCCN(C)C>C(#N)C.CN(C=O)C.C1COCC1.C(N(CC)CC)C>[N:1]([C:4]1[CH:5]=[CH:6][C:7]([C:8]([NH:15][CH2:13][CH3:14])=[O:10])=[CH:11][CH:12]=1)=[N+:2]=[N-:3] |f:4.5|. Reported procedure: To a solution of 4-azidobenzoic acid (0.65 g) in acetonitrile-DMF (2:1, 15 ml) were successively added 2M ethylamine in THF solution (2.4 ml), triethylamine (0.67 ml), HOBt (0.79 g) and WSC (0.92 g), and the mixture was stirred overnight at room temperature. The solvent was evaporated under reduced pressure, and the residue was dissolved in ethyl acetate and washed with saturated aqueous sodium hydrogen carbonate solution. The organic layer was dried over anhydrous sodium sulfate, and the solven... Starting materials: CCCCCCCCCCCCNCCCCCCCCCCCC, CO. Yields the product CCCCCCCCCCCCN(C)CCCCCCCCCCCC. RXN SMILES: [CH2:1]([CH2:2][CH2:3][CH2:4][CH2:5][CH2:6][CH2:7][CH2:8][CH2:9][CH2:10][CH2:11][CH3:12])[NH:13][CH2:14][CH2:15][CH2:16][CH2:17][CH2:18][CH2:19][CH2:20][CH2:21][CH2:22][CH2:23][CH2:24][CH3:25].[CH3:26][OH:27]>>[CH2:1]([CH2:2][CH2:3][CH2:4][CH2:5][CH2:6][CH2:7][CH2:8][CH2:9][CH2:10][CH2:11][CH3:12])[N:13]([CH2:14][CH2:15][CH2:16][CH2:17][CH2:18][CH2:19][CH2:20][CH2:21][CH2:22][CH2:23][CH2:24][CH3:25])[CH3:26]. Starting materials: COc1ccc(N2CCN(c3ccc(-n4cn[nH]c4=O)cc3Br)CC2)cc1, CCC(C)Br, CS(C)=O, [K+], [OH-], O. Yields the product CCC(C)n1ncn(-c2ccc(N3CCN(c4ccc(OC)cc4)CC3)c(Br)c2)c1=O. As a reaction SMILES: [Br:1][c:2]1[cH:3][c:4](-[n:22]2[c:23](=[O:27])[nH:24][n:25][cH:26]2)[cH:5][cH:6][c:7]1[N:8]1[CH2:9][CH2:10][N:11]([c:14]2[cH:15][cH:16][c:17]([O:20][CH3:21])[cH:18][cH:19]2)[CH2:12][CH2:13]1.[Br:34][CH:35]([CH3:36])[CH2:37][CH3:38].[CH3:28][S:29](=[O:30])[CH3:31].[K+:33].[OH-:32].[OH2:39]>>[Br:1][c:2]1[cH:3][c:4](-[n:22]2[c:23](=[O:27])[n:24]([CH:35]([CH3:36])[CH2:37][CH3:38])[n:25][cH:26]2)[cH:5][cH:6][c:7]1[N:8]1[CH2:9][CH2:10][N:11]([c:14]2[cH:15][cH:16][c:17]([O:20][CH3:21])[cH:18][cH:19]2)[CH2:12][CH2:13]1. The reactants are CC[O-], CCO, CCOC(=O)c1c(Cl)cc(C(F)(F)F)nc1C(F)(F)F, [Na+], Sc1ccccc1. Product: CCOC(=O)c1c(Sc2ccccc2)cc(C(F)(F)F)nc1C(F)(F)F. As a reaction SMILES: [CH3:2][CH2:3][O-:4].[CH3:32][CH2:33][OH:34].[F:12][C:13]([c:14]1[n:15][c:16]([C:26]([F:27])([F:28])[F:29])[cH:17][c:18]([Cl:25])[c:19]1[C:20](=[O:21])[O:22][CH2:23][CH3:24])([F:30])[F:31].[Na+:1].[SH:5][c:6]1[cH:7][cH:8][cH:9][cH:10][cH:11]1>>[S:5]([c:6]1[cH:7][cH:8][cH:9][cH:10][cH:11]1)[c:18]1[cH:17][c:16]([C:26]([F:27])([F:28])[F:29])[n:15][c:14]([C:13]([F:12])([F:30])[F:31])[c:19]1[C:20](=[O:21])[O:22][CH2:23][CH3:24]. Starting materials: CC(=O)O[BH-](OC(C)=O)OC(C)=O, O=C([O-])O, COC(=O)C1CCCCN1, CCN(C(C)C)C(C)C, O=Cc1ccccc1, ClCCl, Cl, [Na+], [Na+]. The product is COC(=O)C1CCCCN1Cc1ccccc1. As a reaction SMILES: [C:29]([O:30][BH-:31]([O:32][C:33](=[O:34])[CH3:35])[O:36][C:37](=[O:38])[CH3:39])(=[O:40])[CH3:41].[C:43](=[O:44])([O-:45])[OH:46].[CH3:2][O:3][C:4](=[O:5])[CH:6]1[NH:7][CH2:8][CH2:9][CH2:10][CH2:11]1.[CH:12]([N:13]([CH2:14][CH3:15])[CH:16]([CH3:17])[CH3:18])([CH3:19])[CH3:20].[CH:21](=[O:22])[c:23]1[cH:24][cH:25][cH:26][cH:27][cH:28]1.[Cl:48][CH2:49][Cl:50].[ClH:1].[Na+:42].[Na+:47]>>[CH3:2][O:3][C:4](=[O:5])[CH:6]1[N:7]([CH2:21][c:23]2[cH:24][cH:25][cH:26][cH:27][cH:28]2)[CH2:8][CH2:9][CH2:10][CH2:11]1.